This data is from the Open Reaction Database (ORD), a public repository of structured organic reaction records. The task is: describe an organic reaction: reactants, conditions, products, and yield Starting materials: FC1=C(C=CC(=C1)F)CCC(=O)OCC (ethyl 3-(2,4-difluorophenyl)propanoate), Cl (hydrochloric acid), [OH-].[Na+] (sodium hydroxide), [OH-].C(CCC)[N+](CCCC)(CCCC)CCCC (tetrabutylammonium hydroxide). Run in O (water). Conditions: temperature 80 celsius. Yields the product FC1=C(C=CC(=C1)F)CCC(=O)O (3-(2,4-Difluorophenyl)propanoic acid). RXN SMILES: [F:1][C:2]1[CH:7]=[C:6]([F:8])[CH:5]=[CH:4][C:3]=1[CH2:9][CH2:10][C:11]([O:13]CC)=[O:12].[OH-].[Na+].[OH-].C([N+](CCCC)(CCCC)CCCC)CCC.Cl>O>[F:1][C:2]1[CH:7]=[C:6]([F:8])[CH:5]=[CH:4][C:3]=1[CH2:9][CH2:10][C:11]([OH:13])=[O:12] |f:1.2,3.4|. Procedure details: 33 g (0.154 mol) of ethyl 3-(2,4-difluorophenyl)propanoate are suspended in 250 ml of water. 60 ml of 10N sodium hydroxide solution and 30 ml of 40% tetrabutylammonium hydroxide solution are then added. The mixture is stirred vigorously and warmed. Everything has dissolved at about 50° C. The mixture is warmed further to 80° C. and then cooled to 5° C. On dropwise addition of 80 ml of concentrated hydrochloric acid, white crystals precipitate, which are filtered off and washed with ice-water. Af... Reactants: C1CCOC1, CC(C)N(C(C)C)P(OC(C)(C)C)OC(C)(C)C, O=C(NCCO)OCc1ccccc1, OO, c1nnn[nH]1. Product: CC(C)(C)OP(=O)(OCCNC(=O)OCc1ccccc1)OC(C)(C)C. RXN SMILES: [CH2:40]1[O:41][CH2:42][CH2:43][CH2:44]1.[CH:6]([N:7]([CH:8]([CH3:9])[CH3:21])[P:10]([O:11][C:12]([CH3:13])([CH3:14])[CH3:15])[O:16][C:17]([CH3:18])([CH3:19])[CH3:20])([CH3:22])[CH3:23].[OH:24][CH2:25][CH2:26][NH:27][C:28]([O:29][CH2:30][c:31]1[cH:32][cH:33][cH:34][cH:35][cH:36]1)=[O:37].[OH:38][OH:39].[nH:1]1[cH:2][n:3][n:4][n:5]1>>[P:10]([O:11][C:12]([CH3:13])([CH3:14])[CH3:15])([O:16][C:17]([CH3:18])([CH3:19])[CH3:20])([O:24][CH2:25][CH2:26][NH:27][C:28]([O:29][CH2:30][c:31]1[cH:32][cH:33][cH:34][cH:35][cH:36]1)=[O:37])=[O:38]. Starting materials: COc1cccc(-c2ccc(CC(CC(O)C(Cc3ccccc3)NC(=O)C(N3CCN(Cc4cccc(C)n4)C3=O)C(C)(C)C)N(Cc3ccccc3)C(=O)[O-])cc2)n1, CO, Cl. The product is Cl, COc1cccc(-c2ccc(CC(N)CC(O)C(Cc3ccccc3)NC(=O)C(N3CCN(Cc4cccc(C)n4)C3=O)C(C)(C)C)cc2)n1. RXN SMILES: [CH2:1]([c:5]1[cH:6][cH:7][cH:9][cH:10][cH:11]1)[N:8]([C:2](=[O:3])[O-:4])[CH:12]([CH2:13][CH:14]([CH:15]([CH2:16][c:17]1[cH:18][cH:19][cH:20][cH:21][cH:22]1)[NH:23][C:24]([CH:25]([C:26]([CH3:27])([CH3:28])[CH3:29])[N:30]1[C:31](=[O:43])[N:32]([CH2:35][c:36]2[n:37][c:38]([CH3:42])[cH:39][cH:40][cH:41]2)[CH2:33][CH2:34]1)=[O:44])[OH:45])[CH2:46][c:47]1[cH:48][cH:49][c:50](-[c:53]2[n:54][c:55]([O:59][CH3:60])[cH:56][cH:57][cH:58]2)[cH:51][cH:52]1.[CH3:62][OH:63].[ClH:61]>>[ClH:61].[NH2:8][CH:12]([CH2:13][CH:14]([CH:15]([CH2:16][c:17]1[cH:18][cH:19][cH:20][cH:21][cH:22]1)[NH:23][C:24]([CH:25]([C:26]([CH3:27])([CH3:28])[CH3:29])[N:30]1[C:31](=[O:43])[N:32]([CH2:35][c:36]2[n:37][c:38]([CH3:42])[cH:39][cH:40][cH:41]2)[CH2:33][CH2:34]1)=[O:44])[OH:45])[CH2:46][c:47]1[cH:48][cH:49][c:50](-[c:53]2[n:54][c:55]([O:59][CH3:60])[cH:56][cH:57][cH:58]2)[cH:51][cH:52]1.